Dataset: the Open Reaction Database (ORD), a public repository of structured organic reaction records. Task: describe an organic reaction: reactants, conditions, products, and yield Reactants: Nc1c(Br)cc([N+](=O)[O-])cc1C(F)(F)F, CC#N, O=C(Cl)CCC1CCCCC1. Product: O=C(CCC1CCCCC1)Nc1c(Br)cc([N+](=O)[O-])cc1C(F)(F)F. RXN SMILES: [Br:1][c:2]1[c:3]([NH2:15])[c:4]([C:11]([F:12])([F:13])[F:14])[cH:5][c:6]([N+:8](=[O:9])[O-:10])[cH:7]1.[CH3:27][C:28]#[N:29].[CH:16]1([CH2:22][CH2:23][C:24](=[O:25])[Cl:26])[CH2:17][CH2:18][CH2:19][CH2:20][CH2:21]1>>[Br:1][c:2]1[c:3]([NH:15][C:24]([CH2:23][CH2:22][CH:16]2[CH2:17][CH2:18][CH2:19][CH2:20][CH2:21]2)=[O:25])[c:4]([C:11]([F:12])([F:13])[F:14])[cH:5][c:6]([N+:8](=[O:9])[O-:10])[cH:7]1. The reactants are [BH4-], CCO, COC(=O)c1cc(Cl)ccc1S(C)(=O)=O, [Li+], C1CCOC1. Product: CS(=O)(=O)c1ccc(Cl)cc1CO. RXN SMILES: [BH4-:16].[CH2:18]([OH:19])[CH3:20].[Cl:1][c:2]1[cH:3][cH:4][c:5]([S:12](=[O:13])(=[O:14])[CH3:15])[c:6]([C:7](=[O:8])[O:9][CH3:10])[cH:11]1.[Li+:17].[O:21]1[CH2:22][CH2:23][CH2:24][CH2:25]1>>[Cl:1][c:2]1[cH:3][cH:4][c:5]([S:12](=[O:13])(=[O:14])[CH3:15])[c:6]([CH2:7][OH:8])[cH:11]1. Starting materials: COCC1=C(C=CC(=C1)C1=NC(=NO1)C=1C=C(C=CC1)CCO)C1=C(C=CC=C1)C (2-(3-{5-[2-(methoxymethyl)-2′-methylbiphenyl-4-yl]-1,2,4-oxadiazol-3-yl}phenyl)ethanol), CCN(C(C)C)C(C)C (DIEA), S(=O)(=O)(C)Cl (mesyl chloride). Run in C(Cl)Cl (DCM), C(Cl)Cl (DCM). Conditions: temperature 0 celsius, time 10 minute. Yields the product CS(=O)(=O)OCCC1=CC(=CC=C1)C1=NOC(=N1)C1=CC(=C(C=C1)C1=C(C=CC=C1)C)COC (3-{5-[2-(methoxymethyl)-2′-methylbiphenyl-4-yl]-1,2,4-oxadiazol-3-yl}phenethyl methanesulfonate). As a reaction SMILES: [CH3:1][O:2][CH2:3][C:4]1[CH:9]=[C:8]([C:10]2[O:14][N:13]=[C:12]([C:15]3[CH:16]=[C:17]([CH2:21][CH2:22][OH:23])[CH:18]=[CH:19][CH:20]=3)[N:11]=2)[CH:7]=[CH:6][C:5]=1[C:24]1[CH:29]=[CH:28][CH:27]=[CH:26][C:25]=1[CH3:30].CCN(C(C)C)C(C)C.[S:40](Cl)([CH3:43])(=[O:42])=[O:41]>C(Cl)Cl>[CH3:43][S:40]([O:23][CH2:22][CH2:21][C:17]1[CH:18]=[CH:19][CH:20]=[C:15]([C:12]2[N:11]=[C:10]([C:8]3[CH:7]=[CH:6][C:5]([C:24]4[CH:29]=[CH:28][CH:27]=[CH:26][C:25]=4[CH3:30])=[C:4]([CH2:3][O:2][CH3:1])[CH:9]=3)[O:14][N:13]=2)[CH:16]=1)(=[O:42])=[O:41]. Procedure: To a solution of 2-(3-{5-[2-(methoxymethyl)-2′-methylbiphenyl-4-yl]-1,2,4-oxadiazol-3-yl}phenyl)ethanol (0.2 mmol) in DCM (2 mL) at 0° C. was added DIEA (71 μL, 0.4 mmol) and mesyl chloride (17 μL, 0.22 mmol). The resulting mixture was stirred at 0° C. for 10 minutes, allowed to warm to RT and stirred for 2 hours. The mixture was diluted with DCM (20 mL) and washed with a saturated aqueous solution of NaHCO3. The aqueous layer was extracted with DCM (3×20 mL). The combined organic fractions were...